This data is from the Open Reaction Database (ORD), a public repository of structured organic reaction records. The task is: describe an organic reaction: reactants, conditions, products, and yield Starting materials: C(C)OC(=O)C=1C=C(C=CC1)C1=CC(=CC=C1)CBr (3′-Bromomethyl-biphenyl-3-carboxylic acid ethyl ester), SCCO (2-mercaptoethanol), C([O-])([O-])=O.[K+].[K+] (potassium carbonate), C(C)OC(=O)C=1C=C(C=CC1)C1=CC=C(C=C1)CSCCO (4′-(2-hydroxy-ethylsulfanylmethyl)-biphenyl-3-carboxylic acid ethyl ester). The solvent is CN(C)C=O (DMF). Yields the product C(C)OC(=O)C=1C=C(C=CC1)C1=CC(=CC=C1)CSCCO (3′-(2-Hydroxy-ethylsulfanylmethyl)-biphenyl-3-carboxylic acid ethyl ester). As a reaction SMILES: C(OC(C1C=C(C2C=CC(C[S:19][CH2:20][CH2:21][OH:22])=CC=2)C=CC=1)=O)C.[CH2:23]([O:25][C:26]([C:28]1[CH:29]=[C:30]([C:34]2[CH:39]=[CH:38][CH:37]=[C:36]([CH2:40]Br)[CH:35]=2)[CH:31]=[CH:32][CH:33]=1)=[O:27])[CH3:24].SCCO.C(=O)([O-])[O-].[K+].[K+]>CN(C=O)C>[CH2:23]([O:25][C:26]([C:28]1[CH:29]=[C:30]([C:34]2[CH:39]=[CH:38][CH:37]=[C:36]([CH2:40][S:19][CH2:20][CH2:21][OH:22])[CH:35]=2)[CH:31]=[CH:32][CH:33]=1)=[O:27])[CH3:24] |f:3.4.5|. Reported procedure: 3′-(2-Hydroxy-ethylsulfanylmethyl)-biphenyl-3-carboxylic acid ethyl ester was synthesized as described for 4′-(2-hydroxy-ethylsulfanylmethyl)-biphenyl-3-carboxylic acid ethyl ester. 3′-Bromomethyl-biphenyl-3-carboxylic acid ethyl ester (3.4 g, 10.65 mmol, 1 eq.) in anhydrous DMF was treated with 2-mercaptoethanol (1.0g, 12.78 mmol, 1.2 eq.) and potassium carbonate (4.42 g, 31.95 mmol, 3 eq.). When complete, the reaction was worked up as described leaving a yellow oil. The reactants are BrC1=C(N=C2N1C=CC=C2OCC2=C(C=CC=C2N(C)C(C)=O)Cl)C (3-bromo-8-[2-chloro-6-(N-acetyl-N-methylamino)benzyloxy]-2-methylimidazo[1,2-a]pyridine), [H-].[Al+3].[Li+].[H-].[H-].[H-] (lithium aluminum hydride). The solvent is O1CCCC1 (tetrahydrofuran). Conditions: temperature 5 celsius, time 2 hour. The product is BrC1=C(N=C2N1C=CC=C2OCC2=C(C=CC=C2N(C)CC)Cl)C (3-bromo-8-[2-chloro-6-(N-ethyl-N-methylamino)benzyloxy]-2-methylimidazo[1,2-a]pyridine). Isolated yield 41.2%. RXN SMILES: [Br:1][C:2]1[N:6]2[CH:7]=[CH:8][CH:9]=[C:10]([O:11][CH2:12][C:13]3[C:18]([N:19]([C:21](=O)[CH3:22])[CH3:20])=[CH:17][CH:16]=[CH:15][C:14]=3[Cl:24])[C:5]2=[N:4][C:3]=1[CH3:25].[H-].[Al+3].[Li+].[H-].[H-].[H-]>O1CCCC1>[Br:1][C:2]1[N:6]2[CH:7]=[CH:8][CH:9]=[C:10]([O:11][CH2:12][C:13]3[C:18]([N:19]([CH2:21][CH3:22])[CH3:20])=[CH:17][CH:16]=[CH:15][C:14]=3[Cl:24])[C:5]2=[N:4][C:3]=1[CH3:25] |f:1.2.3.4.5.6|. Procedure details: To a solution of 3-bromo-8-[2-chloro-6-(N-acetyl-N-methylamino)benzyloxy]-2-methylimidazo[1,2-a]pyridine (103 mg) in tetrahydrofuran (2 ml) was added lithium aluminum hydride (16 mg) in several portions at 5° C. After the addition, the mixture was stirred for 2 hours at 5° C. and then quenched with aqueous saturated ammonium chloride solution. The separated organic layer was washed with aqueous saturated ammonium chloride solution, dried, and concentrated in vacuo. The residue was purified by pr... Reactants: CN([SiH](C)C)[Si](C)(C)C, CO, Nc1ccc(F)c(Cl)c1, CSc1ncc2ncnc(O)c2n1, Cc1ccc(S(=O)(=O)O)cc1. The product is CSc1ncc2ncnc(Nc3ccc(F)c(Cl)c3)c2n1. Reaction SMILES: [CH3:14][SiH:15]([CH3:16])[N:17]([CH3:18])[Si:19]([CH3:20])([CH3:21])[CH3:22].[CH3:43][OH:44].[Cl:23][c:24]1[cH:25][c:26]([NH2:27])[cH:28][cH:29][c:30]1[F:31].[OH:1][c:2]1[c:3]2[c:4]([n:5][cH:6][n:7]1)[cH:8][n:9][c:10]([S:12][CH3:13])[n:11]2.[c:32]1([CH3:33])[cH:34][cH:35][c:36]([S:37]([OH:38])(=[O:39])=[O:40])[cH:41][cH:42]1>>[c:2]1([NH:27][c:26]2[cH:25][c:24]([Cl:23])[c:30]([F:31])[cH:29][cH:28]2)[c:3]2[c:4]([n:5][cH:6][n:7]1)[cH:8][n:9][c:10]([S:12][CH3:13])[n:11]2. Reactants: N1CC(CCCC1)CNC(=O)C1=C(N=C(S1)C1=CC=C(C=C1)Cl)C (N-(perhydroazepin-3-yl methyl)-2-(4-chlorophenyl)-4-methylthiazole-5-carboxamide), COC(=O)C=1C=C(C=CC1)OB(O)O (3-(methoxycarbonyl)phenylboric acid). Yields the product ClC1=CC=C(C=C1)C=1SC(=C(N1)C)C(=O)NCC1CN(CCCC1)C=1C=C(C(=O)OC)C=CC1 (Methyl 3-[3-[[2-(4-chlorophenyl)-4-methylthiazol-5-yl]carbonylaminomethyl]perhydroazepin-1-yl]benzoate). Isolated yield 46.0%. RXN SMILES: [NH:1]1[CH2:7][CH2:6][CH2:5][CH2:4][CH:3]([CH2:8][NH:9][C:10]([C:12]2[S:16][C:15]([C:17]3[CH:22]=[CH:21][C:20]([Cl:23])=[CH:19][CH:18]=3)=[N:14][C:13]=2[CH3:24])=[O:11])[CH2:2]1.[CH3:25][O:26][C:27]([C:29]1[CH:30]=[C:31](OB(O)O)[CH:32]=[CH:33][CH:34]=1)=[O:28]>>[Cl:23][C:20]1[CH:21]=[CH:22][C:17]([C:15]2[S:16][C:12]([C:10]([NH:9][CH2:8][CH:3]3[CH2:4][CH2:5][CH2:6][CH2:7][N:1]([C:33]4[CH:34]=[C:29]([CH:30]=[CH:31][CH:32]=4)[C:27]([O:26][CH3:25])=[O:28])[CH2:2]3)=[O:11])=[C:13]([CH3:24])[N:14]=2)=[CH:18][CH:19]=1. Reported procedure: Using N-(perhydroazepin-3-yl methyl)-2-(4-chlorophenyl)-4-methylthiazole-5-carboxamide (200 mg, 0.550 mmol) and 3-(methoxycarbonyl)phenylboric acid (198 mg, 1.10 mmol), the same procedure was followed as in Example 2 to give 126 mg (46%) of the desired compound as a colorless powder. Reactants: Cl.C(C)N=C=NCCCN(C)C (1-ethyl-3-(3-dimethylaminopropyl)carbodiimide hydrochloride), C(C)O[C@@H](CC1=CC=C(OCC(=O)O)C=C1)C(=O)OCC ({4-[(2S)-2,3-diethoxy-3-oxopropyl]phenoxy}acetic acid), Cl.FC1=C(CNCCCCCCCCC)C=CC(=C1)F (N-(2,4-difluorobenzyl)-N-nonylamine hydrochloride), C(C)(C)N(C(C)C)CC (N,N-diisopropylethylamine). The reagents and catalysts are CN(C)C=1C=CN=CC1 (DMAP). The solvent is C(Cl)Cl (methylene chloride), C(Cl)Cl (methylene chloride). Reaction conditions: time 8 hour. Yields the product FC1=C(CN(C(COC2=CC=C(C=C2)C[C@@H](C(=O)OCC)OCC)=O)CCCCCCCCC)C=CC(=C1)F (Ethyl(2S)-3-(4-{2-[(2,4-difluorobenzyl)(nonyl)amino]-2-oxoethoxy}phenyl)-2-ethoxypropanoate). Yield: 53.4%. RXN SMILES: [CH2:1]([O:3][C@H:4]([C:17]([O:19][CH2:20][CH3:21])=[O:18])[CH2:5][C:6]1[CH:16]=[CH:15][C:9]([O:10][CH2:11][C:12]([OH:14])=O)=[CH:8][CH:7]=1)[CH3:2].Cl.[F:23][C:24]1[CH:40]=[C:39]([F:41])[CH:38]=[CH:37][C:25]=1[CH2:26][NH:27][CH2:28][CH2:29][CH2:30][CH2:31][CH2:32][CH2:33][CH2:34][CH2:35][CH3:36].C(N(CC)C(C)C)(C)C.Cl.C(N=C=NCCCN(C)C)C>C(Cl)Cl.CN(C1C=CN=CC=1)C>[F:23][C:24]1[CH:40]=[C:39]([F:41])[CH:38]=[CH:37][C:25]=1[CH2:26][N:27]([CH2:28][CH2:29][CH2:30][CH2:31][CH2:32][CH2:33][CH2:34][CH2:35][CH3:36])[C:12](=[O:14])[CH2:11][O:10][C:9]1[CH:8]=[CH:7][C:6]([CH2:5][C@H:4]([O:3][CH2:1][CH3:2])[C:17]([O:19][CH2:20][CH3:21])=[O:18])=[CH:16][CH:15]=1 |f:1.2,4.5|. Procedure: To a solution of {4-[(2S)-2,3-diethoxy-3-oxopropyl]phenoxy}acetic acid (0.120 g, 0.40 mmol) in methylene chloride (5.0 mL) were added (N-(2,4-difluorobenzyl)-N-nonylamine hydrochloride (0.173 g, 0.57 mmol), DMAP (0.058 g, 0.45 mmol), and N,N-diisopropylethylamine (0.078 mL, 0.45 mmol) followed by 1-ethyl-3-(3-dimethylaminopropyl)carbodiimide hydrochloride (0.085 g, 0.45 mmol) and the reaction mixture was stirred at room temperature overnight. The resulting solution was diluted with methylene chl...